Dataset: the Open Reaction Database (ORD), a public repository of structured organic reaction records. Task: describe an organic reaction: reactants, conditions, products, and yield Starting materials: [H-].C(C(C)C)[Al+]CC(C)C (diisobutylaluminum hydride), C(C1=CC=CC=C1)OCC(CC#N)C (rac. 4-benzyloxy-3-methylbutyronitrile), [Cl-].[NH4+] (ammonium chloride), S(O)(O)(=O)=O (sulfuric acid), C(=O)OCC (ethyl formate). Solvent: C1(=CC=CC=C1)C (toluene), CCCCCC (hexane). Conditions: time 0.5 hour. Product: C(C1=CC=CC=C1)OCC(CC=O)C (rac. 4-Benzyloxy-3-methylbutanal). RXN SMILES: [CH2:1]([O:8][CH2:9][CH:10]([CH3:14])[CH2:11][C:12]#N)[C:2]1[CH:7]=[CH:6][CH:5]=[CH:4][CH:3]=1.[H-].C([Al+]CC(C)C)C(C)C.C(OCC)=[O:26].[Cl-].[NH4+].S(=O)(=O)(O)O>C1(C)C=CC=CC=1.CCCCCC>[CH2:1]([O:8][CH2:9][CH:10]([CH3:14])[CH2:11][CH:12]=[O:26])[C:2]1[CH:7]=[CH:6][CH:5]=[CH:4][CH:3]=1 |f:1.2,4.5|. Procedure: A solution of 5.8 g. (0.0307 mole) of rac. 4-benzyloxy-3-methylbutyronitrile in 290 ml. of hexane was stirred at -65° C. to -70° C. while 22.4 ml. (4.78 g.; 0.0337 mole) of 25% diisobutylaluminum hydride solution in toluene was added dropwise. The resulting solution was stirred at -65° C. to -70° C. for 0.5 hours then at room temperature for 5 hours whereupon 2.8 ml. of ethyl formate was added dropwise. The reaction mixture was then treated with 250 ml. of saturated aqueous ammonium chloride sol... Reactants: ClCCl, O=C(O)c1ccc(F)cc1F, CC(C)(N)CO, On1nnc2ccccc21. Product: CC(C)(CO)NC(=O)c1ccc(F)cc1F. RXN SMILES: [CH2:28]([Cl:29])[Cl:30].[F:1][c:2]1[c:3]([C:4](=[O:5])[OH:6])[cH:7][cH:8][c:9]([F:11])[cH:10]1.[NH2:12][C:13]([CH2:14][OH:15])([CH3:16])[CH3:17].[OH:18][n:19]1[c:20]2[c:21]([cH:22][cH:23][cH:24][cH:25]2)[n:26][n:27]1>>[F:1][c:2]1[c:3]([C:4](=[O:6])[NH:12][C:13]([CH2:14][OH:15])([CH3:16])[CH3:17])[cH:7][cH:8][c:9]([F:11])[cH:10]1. The reactants are ClC1=C(C(=CC=C1)[N+](=O)[O-])C (2-chloro-6-nitro toluene), ClC1=CC=CC2=C1C(NS2(=O)=O)=O (4-chloro-1,2-benzoisothiazol-3(2H)-one-1,1-dioxide). Yields the product OC1=CC=CC2=C1C(NS2(=O)=O)=O (4-Hydroxy-1,2-benzoisothiazol-3(2H)-one-1,1-dioxide). Reaction SMILES: ClC1C=CC=C([N+]([O-])=[O:9])C=1C.Cl[C:13]1[C:18]2[C:19](=[O:24])[NH:20][S:21](=[O:23])(=[O:22])[C:17]=2[CH:16]=[CH:15][CH:14]=1>>[OH:9][C:13]1[C:18]2[C:19](=[O:24])[NH:20][S:21](=[O:23])(=[O:22])[C:17]=2[CH:16]=[CH:15][CH:14]=1. Procedure details: Starting from the 2-chloro-6-nitro toluene, the preparation of the starting compound, 4-chloro-1,2-benzoisothiazol-3(2H)-one-1,1-dioxide, was carried out by one of the following processes: Starting materials: Cc1cc(C)cc(Br)c1, [Li]CCCC, C1CCOC1, O=C1CCOCC1, O. Product: Cc1cc(C)cc(C2(O)CCOCC2)c1. Reaction SMILES: [Br:1][c:2]1[cH:3][c:4]([CH3:9])[cH:5][c:6]([CH3:8])[cH:7]1.[CH2:10]([Li:11])[CH2:12][CH2:13][CH3:14].[CH2:23]1[O:24][CH2:25][CH2:26][CH2:27]1.[O:15]1[CH2:16][CH2:17][C:18](=[O:21])[CH2:19][CH2:20]1.[OH2:22]>>[c:2]1([C:18]2([OH:21])[CH2:17][CH2:16][O:15][CH2:20][CH2:19]2)[cH:3][c:4]([CH3:9])[cH:5][c:6]([CH3:8])[cH:7]1. Reactants: C1OC=2C=C(C=CC2OC1)NC1=NC(=NC=C1F)NC1=CC(=CC=C1)O (N4-(3,4-ethylenedioxyphenyl)-5-fluoro-N2-(3-hydroxyphenyl)-2,4-pyrimidinediamine), ClC1=NC=C(C(=N1)NCCSCC1=C(C=CC=C1F)Cl)F (2-chloro-N4-[2-[(2-chloro-6-fluorobenzyl)thio]ethyl]-5-fluoro-4-pyrimidineamine), NC=1C=C(C=CC1)O (3-aminophenol). Yields the product ClC1=C(CSCCNC2=NC(=NC=C2F)NC2=CC(=CC=C2)O)C(=CC=C1)F (N4-[2-[(2-chloro-6-fluorobenzyl)thio]ethyl]-5-fluoro-N2-(3-hydroxyphenyl)-2,4-pyrimidinediamine). RXN SMILES: C1COC2C=[CH:6][C:5]([NH:11][C:12]3[C:17]([F:18])=[CH:16][N:15]=[C:14]([NH:19][C:20]4[CH:25]=[CH:24][CH:23]=[C:22]([OH:26])[CH:21]=4)[N:13]=3)=CC=2O1.ClC1N=C(NCC[S:37][CH2:38][C:39]2[C:44]([F:45])=[CH:43][CH:42]=[CH:41][C:40]=2[Cl:46])C(F)=CN=1.NC1C=C(O)C=CC=1>>[Cl:46][C:40]1[CH:41]=[CH:42][CH:43]=[C:44]([F:45])[C:39]=1[CH2:38][S:37][CH2:6][CH2:5][NH:11][C:12]1[C:17]([F:18])=[CH:16][N:15]=[C:14]([NH:19][C:20]2[CH:25]=[CH:24][CH:23]=[C:22]([OH:26])[CH:21]=2)[N:13]=1. Reported procedure: In a manner similar to the preparation of N4-(3,4-ethylenedioxyphenyl)-5-fluoro-N2-(3-hydroxyphenyl)-2,4-pyrimidinediamine, 2-chloro-N4-[2-[(2-chloro-6-fluorobenzyl)thio]ethyl]-5-fluoro-4-pyrimidineamine and 3-aminophenol were reacted to yield N4-[2-[(2-chloro-6-fluorobenzyl)thio]ethyl]-5-fluoro-N2-(3-hydroxyphenyl)-2,4-pyrimidinediamine. 1H NMR (methyl sulfoxide-d6): δ 9.76 (bs, 1H), 9.42:(bs, 1H), 8.70 (bs, 1H), 8.02,(d, 1H, J=5.1 Hz), 7.33–7.30 (m, 2H), 7.24–7.18 (m, 1H), 7.08–6.96 (m, 2H), 6... Reactants: C(C)OC(CNC(=O)NC1=CC=C(C=C1)N1CCC(CC1)=O)=O ({3-[4-(4-oxo-piperidine-1-yl)-phenyl]-ureido}-acetic acid ethyl ester), NC[C@H](O)C=1C=CC(=C(C1)NS(=O)(=O)C)O (N-[5-((1R)-2-amino-1-hydroxy-ethyl)-2-hydroxy-phenyl]-methanesulfonamide). The product is O[C@@H](CNC1CCN(CC1)C1=CC=C(NC(=O)NCC(=O)OCC)C=C1)C1=CC(=C(C=C1)O)NS(=O)(=O)C (Ethyl {[(4-{4-[((2R)-2-hydroxy-2-{4-hydroxy-3-[(methylsulfonyl)amino]phenyl}-ethyl)amino]-1-piperidineyl}anilino)carbonyl]amino}acetate). As a reaction SMILES: [CH2:1]([O:3][C:4](=[O:23])[CH2:5][NH:6][C:7]([NH:9][C:10]1[CH:15]=[CH:14][C:13]([N:16]2[CH2:21][CH2:20][C:19](=O)[CH2:18][CH2:17]2)=[CH:12][CH:11]=1)=[O:8])[CH3:2].[NH2:24][CH2:25][C@@H:26]([C:28]1[CH:29]=[CH:30][C:31]([OH:39])=[C:32]([NH:34][S:35]([CH3:38])(=[O:37])=[O:36])[CH:33]=1)[OH:27]>>[OH:27][C@H:26]([C:28]1[CH:29]=[CH:30][C:31]([OH:39])=[C:32]([NH:34][S:35]([CH3:38])(=[O:37])=[O:36])[CH:33]=1)[CH2:25][NH:24][CH:19]1[CH2:20][CH2:21][N:16]([C:13]2[CH:14]=[CH:15][C:10]([NH:9][C:7]([NH:6][CH2:5][C:4]([O:3][CH2:1][CH3:2])=[O:23])=[O:8])=[CH:11][CH:12]=2)[CH2:17][CH2:18]1. Procedure details: The title compound was prepared from {3-[4-(4-oxo-piperidine-1-yl)-phenyl]-ureido}-acetic acid ethyl ester (which was obtained in Example 366) and N-[5-((1R)-2-amino-1-hydroxy-ethyl)-2-hydroxy-phenyl]-methanesulfonamide (which was obtained in Example 10) according to the procedure of Example 278 as a white solid; 1H NMR (300 MHz, DMSO-d6) δ 1.20 (t, J=7.1 Hz, 3H), 1.20-1.40 (m, 2H), 1.80-1.95 (m, 2H), 2.50-2.70 (m, 5H), 2.92 (s, 3H), 3.40-3.50 (m, 2H), 3.83 (d, J=5.9 Hz, 2H), 4.10 (q, J=7.1 Hz, ...